This data is from the Open Reaction Database (ORD), a public repository of structured organic reaction records. The task is: describe an organic reaction: reactants, conditions, products, and yield Starting materials: 8.85, sodium metaborate-tetrahydrate, C(C1=CC=CC=C1)OC1=CC=C(C=C1)B(O)O (4-benzyloxybenzeneboronic acid), [OH-].[NH3+]N (hydraziniumhydroxide), BrC=1C=C(C=C(C1)Br)O (3,5-dibromophenol), CCOCC (ether). Reagents/catalysts: C1=CC=C(C=C1)P(C2=CC=CC=C2)C3=CC=CC=C3.C1=CC=C(C=C1)P(C2=CC=CC=C2)C3=CC=CC=C3.Cl[Pd]Cl (bis(triphenylphosphine)palladium(II)chloride). Solvent: O (water), C1CCOC1 (THF), C1CCOC1 (THF). Product: C(C1=CC=CC=C1)OC1=CC=C(C=C1)C1=CC(=CC(=C1)O)C1=CC=C(C=C1)OCC1=CC=CC=C1 (4,4″-bis-benzyloxy-[1,1′;3′,1″]terphenyl-5′-ol). RXN SMILES: [OH-].[NH3+]N.Br[C:5]1[CH:6]=[C:7]([OH:12])[CH:8]=[C:9](Br)[CH:10]=1.[CH2:13]([O:20][C:21]1[CH:26]=[CH:25][C:24](B(O)O)=[CH:23][CH:22]=1)[C:14]1[CH:19]=[CH:18][CH:17]=[CH:16][CH:15]=1.[CH3:30][CH2:31][O:32][CH2:33][CH3:34]>O.C1COCC1.C1C=CC(P(C2C=CC=CC=2)C2C=CC=CC=2)=CC=1.C1C=CC(P(C2C=CC=CC=2)C2C=CC=CC=2)=CC=1.Cl[Pd]Cl>[CH2:13]([O:20][C:21]1[CH:26]=[CH:25][C:24]([C:5]2[CH:6]=[C:7]([OH:12])[CH:8]=[C:9]([C:21]3[CH:22]=[CH:23][C:31]([O:32][CH2:33][C:34]4[CH:18]=[CH:19][CH:14]=[CH:15][CH:16]=4)=[CH:30][CH:26]=3)[CH:10]=2)=[CH:23][CH:22]=1)[C:14]1[CH:19]=[CH:18][CH:17]=[CH:16][CH:15]=1 |f:0.1,7.8.9|. Procedure: 8.85 (64 mmol) sodium metaborate-tetrahydrate are dissolved in 100 ml water, 570 mg (0.794 mmol) bis(triphenylphosphine)palladium(II)chloride, 0.2 ml hydraziniumhydroxide and 10.0 g (39.7 mmol) 3,5-dibromophenol in 100 ml THF are added, and after 5 min a solution of 24.0 g (105 mmol) 4-benzyloxybenzeneboronic acid in 200 ml THF are added. The mixture is heated overnight at reflux, MTB ether is added, the aqueous layer is separated and extracted three times with MTB ether. The combined organic la... The reactants are [H-].[Na+] (sodium hydride), FC(C1=CC=C(C=C1)F)(F)F (4-trifluoromethylfluorobenzene), maleate salt, CC(C1=CC=CC=C1)N1CC(C1)O (1-(α-methylbenzyl)-3-hydroxyazetidine), [OH-].[Na+] (sodium hydroxide). Run in C1=CC=CC=C1 (benzene), CN(C=O)C (dimethylformamide). Reaction conditions: temperature 90 celsius. Yields the product CC(C1=CC=CC=C1)N1CC(C1)OC1=CC=C(C=C1)C(F)(F)F (1-(α-Methylbenzyl)-3-(4-trifluoromethylphenoxy) azetidine). Isolated yield 39.8%. RXN SMILES: [CH3:1][CH:2]([N:9]1[CH2:12][CH:11]([OH:13])[CH2:10]1)[C:3]1[CH:8]=[CH:7][CH:6]=[CH:5][CH:4]=1.[OH-].[Na+].[H-].[Na+].[F:18][C:19]([F:28])([F:27])[C:20]1[CH:25]=[CH:24][C:23](F)=[CH:22][CH:21]=1>CN(C)C=O.C1C=CC=CC=1>[CH3:1][CH:2]([N:9]1[CH2:12][CH:11]([O:13][C:23]2[CH:24]=[CH:25][C:20]([C:19]([F:28])([F:27])[F:18])=[CH:21][CH:22]=2)[CH2:10]1)[C:3]1[CH:8]=[CH:7][CH:6]=[CH:5][CH:4]=1 |f:1.2,3.4|. Reported procedure: The maleate salt of 1-(α-methylbenzyl)-3-hydroxyazetidine (78.6 g., 0.20 mole) was partitioned between benzene and dilute sodium hydroxide, the benzene layer dried, filtered, and concentrated at reduced pressure. The residue was dissolved in 100 ml. of dry dimethylformamide and added at a rapid dropwise rate, to a stirring suspension of 10.1 g. (0.22 mole) of sodium hydride (50% in mineral oil) in 150 ml. of dry dimethylformamide at 90° C. The solution was heated at 90° C. for one hour and then ...